From a dataset of the Open Reaction Database (ORD), a public repository of structured organic reaction records. describe an organic reaction: reactants, conditions, products, and yield The reactants are CC(O)(c1ccc(F)cc1)c1cc(Br)cc(Br)c1, [Li]CCCC, CN(C)C=O, CCCCCC, CCOCC. Product: CC(O)(c1ccc(F)cc1)c1cc(Br)cc(C=O)c1. Reaction SMILES: [Br:6][c:7]1[cH:8][c:9]([C:14]([OH:15])([CH3:16])[c:17]2[cH:18][cH:19][c:20]([F:23])[cH:21][cH:22]2)[cH:10][c:11]([Br:13])[cH:12]1.[CH2:1]([Li:2])[CH2:3][CH2:4][CH3:5].[CH3:24][N:25]([CH:26]=[O:27])[CH3:28].[CH3:29][CH2:30][CH2:31][CH2:32][CH2:33][CH3:34].[CH3:35][CH2:36][O:37][CH2:38][CH3:39]>>[c:7]1([CH:26]=[O:27])[cH:8][c:9]([C:14]([OH:15])([CH3:16])[c:17]2[cH:18][cH:19][c:20]([F:23])[cH:21][cH:22]2)[cH:10][c:11]([Br:13])[cH:12]1. The reactants are O=C([O-])[O-], C1COCCO1, CN1CCC(n2cc(B3OC(C)(C)C(C)(C)O3)cn2)CC1, [K+], [K+], O, Nc1ncc(I)c2cc(-c3cccc4ccsc34)oc12. The product is CN1CCC(n2cc(-c3cnc(N)c4oc(-c5cccc6ccsc56)cc34)cn2)CC1. Reaction SMILES: [C:42](=[O:43])([O-:44])[O-:45].[CH2:48]1[O:49][CH2:50][CH2:51][O:52][CH2:53]1.[CH3:1][N:2]1[CH2:3][CH2:4][CH:5]([n:8]2[n:9][cH:10][c:11]([B:13]3[O:14][C:15]([CH3:16])([CH3:17])[C:18]([CH3:19])([CH3:20])[O:21]3)[cH:12]2)[CH2:6][CH2:7]1.[K+:46].[K+:47].[OH2:54].[s:22]1[cH:23][cH:24][c:25]2[c:26]1[c:27](-[c:31]1[cH:32][c:33]3[c:34]([c:35]([NH2:40])[n:36][cH:37][c:38]3[I:39])[o:41]1)[cH:28][cH:29][cH:30]2>>[CH3:1][N:2]1[CH2:3][CH2:4][CH:5]([n:8]2[n:9][cH:10][c:11](-[c:38]3[c:33]4[cH:32][c:31](-[c:27]5[c:26]6[s:22][cH:23][cH:24][c:25]6[cH:30][cH:29][cH:28]5)[o:41][c:34]4[c:35]([NH2:40])[n:36][cH:37]3)[cH:12]2)[CH2:6][CH2:7]1. Starting materials: BrC=1C=CC=2N(C3=CC=C(C=C3C2C1)Br)CC1OC1 (3,6-dibromo-9-(oxiran-2-ylmethyl)-9H-carbazole), methylene chloride hexanes, β-hydroxy amine, [Li+].CCC[CH2-] (N-butyllithium), ice, FC(S(=O)(=O)NC1=CC(=CC=C1)OC)(F)F (1,1,1-trifluoro-N-(3-methoxyphenyl)methanesulfonamide), Epoxide. Solvent: N (ammonia), CO (methanol), C(C)(=O)OCC (ethyl acetate), O1CCOCC1 (dioxane). Reaction conditions: temperature 90 celsius, time 8 hour. Yields the product BrC=1C=CC=2N(C3=CC=C(C=C3C2C1)Br)CC(CN(S(=O)(=O)C(F)(F)F)C1=CC(=CC=C1)OC)O (N-(3-(3,6-dibromo-9H-carbazol-9-yl)-2-hydroxypropyl)-1,1,1-trifluoro-N-(3-methoxyphenyl)methanesulfonamide). Yield: 23.2%. Reaction SMILES: [Li+].CCC[CH2-].[F:6][C:7]([F:21])([F:20])[S:8]([NH:11][C:12]1[CH:17]=[CH:16][CH:15]=[C:14]([O:18][CH3:19])[CH:13]=1)(=[O:10])=[O:9].[Br:22][C:23]1[CH:24]=[CH:25][C:26]2[N:27]([CH2:37][CH:38]3[CH2:40][O:39]3)[C:28]3[C:33]([C:34]=2[CH:35]=1)=[CH:32][C:31]([Br:36])=[CH:30][CH:29]=3>O1CCOCC1.C(OCC)(=O)C.N.CO>[Br:22][C:23]1[CH:24]=[CH:25][C:26]2[N:27]([CH2:37][CH:38]([OH:39])[CH2:40][N:11]([C:12]3[CH:17]=[CH:16][CH:15]=[C:14]([O:18][CH3:19])[CH:13]=3)[S:8]([C:7]([F:20])([F:6])[F:21])(=[O:9])=[O:10])[C:28]3[C:33]([C:34]=2[CH:35]=1)=[CH:32][C:31]([Br:36])=[CH:30][CH:29]=3 |f:0.1|. Reported procedure: N-butyllithium (2.5 M in hexanes, 48 ml) was added dropwise to an ice-cooled solution of 1,1,1-trifluoro-N-(3-methoxyphenyl)methanesulfonamide (22.07 g, 86.5 mmol) in dry dioxane (145 ml) over a 40 minute period. The solution was then stirred at rt for 15 minutes before addition of 3,6-dibromo-9-(oxiran-2-ylmethyl)-9H-carbazole (25.05 g, 65.7 mmol), followed by heating at 90° C. for an hour. These conditions were optimized to maximize conversion while minimizing formation of an aziridene by-prod... The reactants are ClCCl, CCN(C(C)C)C(C)C, O=C(Cl)OCc1ccccc1, NC1CCCNC1c1ccccc1. Yields the product O=C(NC1CCCNC1c1ccccc1)OCc1ccccc1. RXN SMILES: [CH2:34]([Cl:35])[Cl:36].[CH:25]([N:26]([CH:27]([CH3:28])[CH3:29])[CH2:30][CH3:31])([CH3:32])[CH3:33].[Cl:14][C:15](=[O:16])[O:17][CH2:18][c:19]1[cH:20][cH:21][cH:22][cH:23][cH:24]1.[NH2:1][CH:2]1[CH:3]([c:8]2[cH:9][cH:10][cH:11][cH:12][cH:13]2)[NH:4][CH2:5][CH2:6][CH2:7]1>>[NH:1]([CH:2]1[CH:3]([c:8]2[cH:9][cH:10][cH:11][cH:12][cH:13]2)[NH:4][CH2:5][CH2:6][CH2:7]1)[C:15](=[O:16])[O:17][CH2:18][c:19]1[cH:20][cH:21][cH:22][cH:23][cH:24]1. Reactants: C([O-])([O-])=O.[K+].[K+] (potassium carbonate), ClC(=O)OCC1=CC=CC=C1 (benzyl chloroformate), Br.BrCCCN (3-bromopropylamine hydrobromide). Solvent: C1(=CC=CC=C1)C (toluene), O (water), O (water). Run at time 80 minute. Product: BrCCCNC(=O)OCC1=CC=CC=C1 (benzyl (3-bromopropyl)aminoformate). The yield is 90.0%. Reaction SMILES: Br.[Br:2][CH2:3][CH2:4][CH2:5][NH2:6].C(=O)([O-])[O-].[K+].[K+].Cl[C:14]([O:16][CH2:17][C:18]1[CH:23]=[CH:22][CH:21]=[CH:20][CH:19]=1)=[O:15]>C1(C)C=CC=CC=1.O>[Br:2][CH2:3][CH2:4][CH2:5][NH:6][C:14]([O:16][CH2:17][C:18]1[CH:23]=[CH:22][CH:21]=[CH:20][CH:19]=1)=[O:15] |f:0.1,2.3.4|. Procedure: A solution of 3-bromopropylamine hydrobromide (547.5 g, 2.5 mol) in 500 mL of toluene and 600 mL of water was cooled to 6° C. and then aqueous potassium carbonate (1L, 5M, 5 mol) and benzyl chloroformate (1L, 2.63 mol) were added simultaneously at a rate such that the reaction temperature remained below 16° C. The mixture was allowed to warm to room temperature and then stirred for 80 minutes and 1.3L of additional water was added. The aqueous later was separated and extracted with toluene (1×30... Starting materials: C(C1=CC=CC=C1)OC(=O)N(CC(=O)OCC)C1=CC=NC2=CC=C(C=C12)C(F)(F)F (ethyl 2-(((benzyloxy)carbonyl)(6-(trifluoromethyl)quinolin-4-yl)amino)acetate), [Li+].[OH-] (LiOH), Cl (HCl), xx. Solvent: CO (MeOH), C1CCOC1 (THF), O (water). Yields the product C(C1=CC=CC=C1)OC(=O)N(CC(=O)O)C1=CC=NC2=CC=C(C=C12)C(F)(F)F (2-(((benzyloxy)carbonyl)(6-(trifluoromethyl)quinolin-4-yl)amino)acetic acid). Reaction SMILES: [CH2:1]([O:8][C:9]([N:11]([C:18]1[C:27]2[C:22](=[CH:23][CH:24]=[C:25]([C:28]([F:31])([F:30])[F:29])[CH:26]=2)[N:21]=[CH:20][CH:19]=1)[CH2:12][C:13]([O:15]CC)=[O:14])=[O:10])[C:2]1[CH:7]=[CH:6][CH:5]=[CH:4][CH:3]=1.[Li+].[OH-].Cl>CO.C1COCC1.O>[CH2:1]([O:8][C:9]([N:11]([C:18]1[C:27]2[C:22](=[CH:23][CH:24]=[C:25]([C:28]([F:31])([F:30])[F:29])[CH:26]=2)[N:21]=[CH:20][CH:19]=1)[CH2:12][C:13]([OH:15])=[O:14])=[O:10])[C:2]1[CH:7]=[CH:6][CH:5]=[CH:4][CH:3]=1 |f:1.2|. Procedure: A solution of ethyl 2-(((benzyloxy)carbonyl)(6-(trifluoromethyl)quinolin-4-yl)amino)acetate (404 mg, 0.934 mmol, prepared in step E) in MeOH (15 mL) and THF (5 mL) and treated with a solution of LiOH (112 mg, 4.67 mol) in water (5 mL). After stirring at room temperature for xx hours, the pH was adjusted to ˜5 by the addition of aqueous HCl. After extraction with ethyl acetate, the organic layer was dried over Na2SO4 and concentrated in vacuo to yield the product. Starting materials: [CH2]C, CCOC(=O)c1ccc(C=Cc2ccc3c(c2)C(=O)CCC3(C)C)cc1. Yields the product CC1(C)CCC(=O)c2cc(C=Cc3ccc(C(=O)O)cc3)ccc21. Reaction SMILES: [CH2:1][CH3:2].[CH3:3][C:4]1([CH3:28])[c:5]2[cH:6][cH:7][c:8]([CH:15]=[CH:16][c:17]3[cH:18][cH:19][c:20]([C:21](=[O:22])[O:23][CH2:24][CH3:25])[cH:26][cH:27]3)[cH:9][c:10]2[C:11](=[O:14])[CH2:12][CH2:13]1>>[CH3:3][C:4]1([CH3:28])[c:5]2[cH:6][cH:7][c:8]([CH:15]=[CH:16][c:17]3[cH:18][cH:19][c:20]([C:21](=[O:22])[OH:23])[cH:26][cH:27]3)[cH:9][c:10]2[C:11](=[O:14])[CH2:12][CH2:13]1. Starting materials: C1(C=CCCC1)N1C2=NC(=NC(=C2N=C1)N)OCC (9-(2-cyclohexenyl)-2-ethoxy-9H-adenine), C1(C=CCCC1)N1C2=NC(=NC(=C2N=C1)N)OCC(C)C (9-(2-cyclohexenyl)-2-isobutoxy-9H-adenine). Yields the product C(C(C)C)OC1=NC(=C2N=CN(C2=N1)C1CCCCC1)N (2-Isobutoxy-9-cyclohexyl-9H-adenine). The yield is 60.0%. Reaction SMILES: C1(N2C=NC3C2=NC(OCC)=NC=3N)CCCC=C1.[CH:20]1([N:26]2[CH:34]=[N:33][C:32]3[C:27]2=[N:28][C:29]([O:36][CH2:37][CH:38]([CH3:40])[CH3:39])=[N:30][C:31]=3[NH2:35])[CH2:25][CH2:24][CH2:23][CH:22]=[CH:21]1>>[CH2:37]([O:36][C:29]1[N:28]=[C:27]2[C:32]([N:33]=[CH:34][N:26]2[CH:20]2[CH2:21][CH2:22][CH2:23][CH2:24][CH2:25]2)=[C:31]([NH2:35])[N:30]=1)[CH:38]([CH3:40])[CH3:39]. Procedure details: The procedure of Example 8 was repeated except that the 9-(2-cyclohexenyl)-2-ethoxy-9H-adenine used therein was replaced by an equivalent weight of 9-(2-cyclohexenyl)-2-isobutoxy-9H-adenine. There was produced the title product in 60% yield; m.p. 123°-134° C. IR(neat): 3320, 3160, 2940, 1635, 1590, 1395, 1375 cm-1. UV: λmaxEtOH 253 nm(ε 7000), 269 nm(ε 11000). NMR(CDCl3): 1.05(6H, d, J=6.5 Hz), 1.90(11H, m), 4.05(2H, d, J=6.5 Hz), 4.24(1H, m), 6.14(2H, s), 7.55(1H, s).